Dataset: the Open Reaction Database (ORD), a public repository of structured organic reaction records. Task: describe an organic reaction: reactants, conditions, products, and yield The solvent is C(Cl)(Cl)Cl (chloroform), C(Cl)(Cl)Cl (chloroform), C(C)N(CC)CC (triethylamine). The product is C(C1=CC=CC=C1)OC=1C(=C(C2=C(CC(O2)CCNC(C2=CC(=C(C(=C2)OC)OC)OC)=O)C1C)C)C (N-[2-(2,3-dihydro-5-benzyloxy-4,6,7-trimethyl-2-(RS)-benzofuranyl)ethyl]-3,4,5-trimethoxybenzamide). RXN SMILES: [CH3:1][O:2][C:3]1[CH:4]=[C:5]([CH:9]=[C:10]([O:14][CH3:15])[C:11]=1[O:12][CH3:13])[C:6](Cl)=[O:7].[NH2:16][CH2:17][CH2:18][CH:19]1[CH2:23][C:22]2[C:24]([CH3:38])=[C:25]([O:30][CH2:31][C:32]3[CH:37]=[CH:36][CH:35]=[CH:34][CH:33]=3)[C:26]([CH3:29])=[C:27]([CH3:28])[C:21]=2[O:20]1.Cl>C(Cl)(Cl)Cl.C(N(CC)CC)C>[CH2:31]([O:30][C:25]1[C:26]([CH3:29])=[C:27]([CH3:28])[C:21]2[O:20][CH:19]([CH2:18][CH2:17][NH:16][C:6](=[O:7])[C:5]3[CH:4]=[C:3]([O:2][CH3:1])[C:11]([O:12][CH3:13])=[C:10]([O:14][CH3:15])[CH:9]=3)[CH2:23][C:22]=2[C:24]=1[CH3:38])[C:32]1[CH:33]=[CH:34][CH:35]=[CH:36][CH:37]=1. The reactants are Cl (hydrochloric acid), COC=1C=C(C(=O)Cl)C=C(C1OC)OC (3,4,5-trimethoxybenzoyl chloride), solution, NCCC1OC2=C(C1)C(=C(C(=C2C)C)OCC2=CC=CC=C2)C (2-(RS)-(2-aminoethyl)-2,3-dihydro-5-benzyloxy-4,6,7-trimethyl-benzofurane). Procedure details: A solution of 2.86 g of 3,4,5-trimethoxybenzoyl chloride in 35 ml of chloroform is slowly added to a 3.85 g solution of 2-(RS)-(2-aminoethyl)-2,3-dihydro-5-benzyloxy-4,6,7-trimethyl-benzofurane in 35 ml of chloroform and 2.0 ml of triethylamine. After stirring for one hour at room temperature, 1 M hydrochloric acid is added and the organic phase is separated and washed in a sodium bicarbonate solution, dried and evaporated. 4.42 g of--a white solid are obtained that is purified by crystallizatio... Reaction conditions: time 1 hour. The reactants are COC(=O)c1ccc(C2=NOC(c3cc(Cl)cc(Cl)c3)(C(F)(F)F)C2)cc1, CO, Cl, [K+], [OH-], O. The product is O=C(O)c1ccc(C2=NOC(c3cc(Cl)cc(Cl)c3)(C(F)(F)F)C2)cc1. As a reaction SMILES: [CH3:1][O:2][C:3]([c:4]1[cH:5][cH:6][c:7]([C:10]2=[N:11][O:12][C:13]([C:15]([F:16])([F:17])[F:18])([c:19]3[cH:20][c:21]([Cl:26])[cH:22][c:23]([Cl:25])[cH:24]3)[CH2:14]2)[cH:8][cH:9]1)=[O:27].[CH3:31][OH:32].[ClH:30].[K+:29].[OH-:28].[OH2:33]>>[O:2]=[C:3]([c:4]1[cH:5][cH:6][c:7]([C:10]2=[N:11][O:12][C:13]([C:15]([F:16])([F:17])[F:18])([c:19]3[cH:20][c:21]([Cl:26])[cH:22][c:23]([Cl:25])[cH:24]3)[CH2:14]2)[cH:8][cH:9]1)[OH:27]. Reaction SMILES: [CH3:1][N:2]([S:12]([CH3:15])(=[O:14])=[O:13])[C:3]1[NH:7][N:6]=[N:5][C:4]=1[C:8]([O:10]C)=[O:9].[OH-].[Na+]>C1COCC1>[CH3:1][N:2]([S:12]([CH3:15])(=[O:14])=[O:13])[C:3]1[NH:7][N:6]=[N:5][C:4]=1[C:8]([OH:10])=[O:9] |f:1.2|. Reactants: CN(C1=C(N=NN1)C(=O)OC)S(=O)(=O)C (Methyl 5-[methyl(methylsulfonyl)amino]-1H-1,2,3-triazole-4-carboxylate), [OH-].[Na+] (sodium hydroxide). Yield: 20.7%. The product is CN(C1=C(N=NN1)C(=O)O)S(=O)(=O)C (5-[Methyl(methylsulfonyl)amino]-1H-1,2,3-triazole-4-carboxylic acid). The solvent is C1CCOC1 (THF). Procedure details: Methyl 5-[methyl(methylsulfonyl)amino]-1H-1,2,3-triazole-4-carboxylate (0.36 g) was stirred in THF (5 mL) with 2 N aqueous sodium hydroxide solution (1.7 mL) for 18 h. The mixture was concentrated in vacuo. To the aqueous residue was added dilute acetic acid and this was extracted with ethyl acetate (2×15 mL). The extracts were washed with water and brine then dried and evaporated to leave the subtitle compound (0.07 g).